Dataset: the Open Reaction Database (ORD), a public repository of structured organic reaction records. Task: describe an organic reaction: reactants, conditions, products, and yield Reactants: ClC1=NC=2N(C(=C1)Cl)C(=NC2)C2=CC=CC=C2 (2,4-dichloro-6-phenylimidazo[1,5-a]pyrimidine), ClN1C(CCC1=O)=O (N-chlorosuccinimide), C(C1=CC=CC=C1)(=O)OOC(C1=CC=CC=C1)=O (benzoyl peroxide). Solvent: C(Cl)(Cl)(Cl)Cl (carbon tetrachloride). The product is ClC1=NC=2N(C(=C1)Cl)C(=NC2Cl)C2=CC=CC=C2 (2,4,8-trichloro-6-phenylimidazo[1,5-a]pyrimidine). RXN SMILES: [Cl:1][C:2]1[CH:7]=[C:6]([Cl:8])[N:5]2[C:9]([C:12]3[CH:17]=[CH:16][CH:15]=[CH:14][CH:13]=3)=[N:10][CH:11]=[C:4]2[N:3]=1.[Cl:18]N1C(=O)CCC1=O.C(OOC(=O)C1C=CC=CC=1)(=O)C1C=CC=CC=1>C(Cl)(Cl)(Cl)Cl>[Cl:1][C:2]1[CH:7]=[C:6]([Cl:8])[N:5]2[C:9]([C:12]3[CH:17]=[CH:16][CH:15]=[CH:14][CH:13]=3)=[N:10][C:11]([Cl:18])=[C:4]2[N:3]=1. Procedure: A mixture of 2,4-dichloro-6-phenylimidazo[1,5-a]pyrimidine (0.88 g), N-chlorosuccinimide (0.5 g) and benzoyl peroxide (0.04 g) in carbon tetrachloride (20 ml) was heated to reflux for 14 hours. The mixture was concentrated and purified by alumina column chromatography, eluting with benzene to give the objective product which was recrystallized from ethanol to yellow plates (0.32 g), mp 133°-134° C. The reactants are CC(C)(C)[Si](C)(C)OCCN(Cc1ccccc1)C(=O)c1cc[n+]([O-])cc1F, CO, Cl. Yields the product O=C(c1cc[n+]([O-])cc1F)N(CCO)Cc1ccccc1. As a reaction SMILES: [CH2:1]([c:2]1[cH:3][cH:4][cH:5][cH:6][cH:7]1)[N:8]([C:9]([c:10]1[c:11]([F:17])[cH:12][n+:13]([O-:16])[cH:14][cH:15]1)=[O:18])[CH2:19][CH2:20][O:21][Si:22]([C:23]([CH3:24])([CH3:25])[CH3:26])([CH3:27])[CH3:28].[CH3:30][OH:31].[ClH:29]>>[CH2:1]([c:2]1[cH:3][cH:4][cH:5][cH:6][cH:7]1)[N:8]([C:9]([c:10]1[c:11]([F:17])[cH:12][n+:13]([O-:16])[cH:14][cH:15]1)=[O:18])[CH2:19][CH2:20][OH:21]. Reactants: Cl.CC1=C(N)C=CC=C1OC (2-methyl-3-methoxyaniline hydrochloride), C(CC(=O)O)(=O)O (malonic acid), ClC1=NC2=C(C(=CC=C2C(=C1)Cl)OC)Cl (2,4,8-trichloro-7-methoxyquinoline). Product: ClC1=NC2=C(C(=CC=C2C(=C1)Cl)OC)C (2,4-Dichloro-8-methyl-7-methoxyquinoline). The yield is 43.0%. RXN SMILES: Cl.[CH3:2][C:3]1[C:9]([O:10][CH3:11])=[CH:8][CH:7]=[CH:6][C:4]=1[NH2:5].C(O)(=O)CC(O)=O.[Cl:19][C:20]1[CH:29]=[C:28]([Cl:30])C2C(=C(Cl)C(OC)=CC=2)N=1>>[Cl:19][C:20]1[CH:29]=[C:28]([Cl:30])[C:6]2[C:4](=[C:3]([CH3:2])[C:9]([O:10][CH3:11])=[CH:8][CH:7]=2)[N:5]=1 |f:0.1|. Procedure: 2,4-Dichloro-8-methyl-7-methoxyquinoline 220b was synthesized from 2-methyl-3-methoxyaniline hydrochloride 215b and malonic acid as a white powder in 43% yield, following the procedure as described for compound 220d. 1H NMR (CDCl3, 376 MHz) δ (ppm) 2.62 (s, 3H), 4.03 (s, 3H), 7.34 (s, 1H), 7.37 (d, J=9.02 Hz, 1H), 8.05 (d, J=9.02 Hz, 1H). Starting materials: N12CCCCCC2=NCCC1 (1,8-Diazabicyclo[5.4.0]undec-7-ene), ClC=1C2=C(SC1C(=O)OCC)C=C(C=C2)OCC=2C=NC=CC2 (ethyl 3-chloro-6-(3-pyridylmethoxy)benzo[b]thiophene-2-carboxylate), C1(=CC=CC=C1)S (thiophenol). Run in CN(C=O)C (dimethylformamide). Run at temperature 60 celsius. Product: C1(=CC=CC=C1)SC=1C2=C(SC1C(=O)OCC)C=C(C=C2)OCC=2C=NC=CC2 (Ethyl 3-(phenylsulfanyl)-6-(3-pyridylmethoxy)benzo[b]thiophene-2-carboxylate). The yield is 78.6%. As a reaction SMILES: N12CCCN=C1CCCCC2.Cl[C:13]1[C:14]2[CH:26]=[CH:25][C:24]([O:27][CH2:28][C:29]3[CH:30]=[N:31][CH:32]=[CH:33][CH:34]=3)=[CH:23][C:15]=2[S:16][C:17]=1[C:18]([O:20][CH2:21][CH3:22])=[O:19].[C:35]1([SH:41])[CH:40]=[CH:39][CH:38]=[CH:37][CH:36]=1>CN(C)C=O>[C:35]1([S:41][C:13]2[C:14]3[CH:26]=[CH:25][C:24]([O:27][CH2:28][C:29]4[CH:30]=[N:31][CH:32]=[CH:33][CH:34]=4)=[CH:23][C:15]=3[S:16][C:17]=2[C:18]([O:20][CH2:21][CH3:22])=[O:19])[CH:40]=[CH:39][CH:38]=[CH:37][CH:36]=1. Reported procedure: 1,8-Diazabicyclo[5.4.0]undec-7-ene (DBU--1.46 ml, 9.5 mmol) was added to a mixture of ethyl 3-chloro-6-(3-pyridylmethoxy)benzo[b]thiophene-2-carboxylate (Preparation 4, 3.0 g, 8.6 mmol) and thiophenol (1.76 ml, 17.2 mmol) in dimethylformamide (15 ml) under a nitrogen atmosphere. The solution was heated to 60° C. for 5 hours and then partitioned between diethyl ether and water. The organics were separated and washed with water, dried (magnesium sulfate) and evaporated under reduced pressure. The ... Starting materials: O=C(CBr)c1ccccc1, Cc1nc(C(C)O)sc1C, CC#N. Product: [Br-], Cc1sc(C(C)O)[n+](CC(=O)c2ccccc2)c1C. RXN SMILES: [Br:11][CH2:12][C:13](=[O:14])[c:15]1[cH:16][cH:17][cH:18][cH:19][cH:20]1.[CH3:1][c:2]1[n:3][c:4]([CH:8]([CH3:9])[OH:10])[s:5][c:6]1[CH3:7].[CH3:21][C:22]#[N:23]>>[Br-:11].[CH3:1][c:2]1[n+:3]([CH2:12][C:13](=[O:14])[c:15]2[cH:16][cH:17][cH:18][cH:19][cH:20]2)[c:4]([CH:8]([CH3:9])[OH:10])[s:5][c:6]1[CH3:7]. Reactants: CCOC(C)=O, CCN(C(C)C)C(C)C, COC(=O)Cl, ClCCl, CCOC(=O)CC1CCC(CNc2ccc(OC(F)(F)F)cc2CN2C(=O)OC(c3cc(C(F)(F)F)cc(C(F)(F)F)c3)C2C)CC1. Product: CCOC(=O)CC1CCC(CN(C(=O)OC)c2ccc(OC(F)(F)F)cc2CN2C(=O)OC(c3cc(C(F)(F)F)cc(C(F)(F)F)c3)C2C)CC1. RXN SMILES: [CH3:65][CH2:66][O:67][C:68]([CH3:69])=[O:70].[CH:53]([N:54]([CH:55]([CH3:56])[CH3:57])[CH2:58][CH3:59])([CH3:60])[CH3:61].[Cl:48][C:49](=[O:50])[O:51][CH3:52].[Cl:62][CH2:63][Cl:64].[F:1][C:2]([c:3]1[cH:4][c:5]([CH:13]2[CH:14]([CH3:45])[N:15]([CH2:19][c:20]3[c:21]([NH:31][CH2:32][CH:33]4[CH2:34][CH2:35][CH:36]([CH2:39][C:40](=[O:41])[O:42][CH2:43][CH3:44])[CH2:37][CH2:38]4)[cH:22][cH:23][c:24]([O:26][C:27]([F:28])([F:29])[F:30])[cH:25]3)[C:16](=[O:18])[O:17]2)[cH:6][c:7]([C:9]([F:10])([F:11])[F:12])[cH:8]1)([F:46])[F:47]>>[F:1][C:2]([c:3]1[cH:4][c:5]([CH:13]2[CH:14]([CH3:45])[N:15]([CH2:19][c:20]3[c:21]([N:31]([CH2:32][CH:33]4[CH2:34][CH2:35][CH:36]([CH2:39][C:40](=[O:41])[O:42][CH2:43][CH3:44])[CH2:37][CH2:38]4)[C:49](=[O:50])[O:51][CH3:52])[cH:22][cH:23][c:24]([O:26][C:27]([F:28])([F:29])[F:30])[cH:25]3)[C:16](=[O:18])[O:17]2)[cH:6][c:7]([C:9]([F:10])([F:11])[F:12])[cH:8]1)([F:46])[F:47]. Starting materials: FC1=C(OC2=C3C(=NC=C2)C=C(S3)C3=CCN(CC3)C(C=C)=O)C=CC(=C1)[N+](=O)[O-] (1-(4-(7-(2-Fluoro-4-nitrophenoxy)thieno[3,2-b]pyridin-2-yl)-5,6-dihydropyridin-1(2H)-yl)prop-2-en-1-one), COCCN (2-methoxyethanamine). The solvent is C1CCOC1 (THF), C(Cl)Cl (DCM). The product is FC1=C(OC2=C3C(=NC=C2)C=C(S3)C3=CCN(CC3)C(CCNCCOC)=O)C=CC(=C1)[N+](=O)[O-] (1-(4-(7-(2-Fluoro-4-nitrophenoxy)thieno[3,2-b]pyridin-2-yl)-5,6-dihydropyridin-1(2H)-yl)-3-(2-methoxyethylamino)propan-1-one). Yield: 44.5%. RXN SMILES: [F:1][C:2]1[CH:27]=[C:26]([N+:28]([O-:30])=[O:29])[CH:25]=[CH:24][C:3]=1[O:4][C:5]1[CH:10]=[CH:9][N:8]=[C:7]2[CH:11]=[C:12]([C:14]3[CH2:19][CH2:18][N:17]([C:20](=[O:23])[CH:21]=[CH2:22])[CH2:16][CH:15]=3)[S:13][C:6]=12.[CH3:31][O:32][CH2:33][CH2:34][NH2:35]>C1COCC1.C(Cl)Cl>[F:1][C:2]1[CH:27]=[C:26]([N+:28]([O-:30])=[O:29])[CH:25]=[CH:24][C:3]=1[O:4][C:5]1[CH:10]=[CH:9][N:8]=[C:7]2[CH:11]=[C:12]([C:14]3[CH2:19][CH2:18][N:17]([C:20](=[O:23])[CH2:21][CH2:22][NH:35][CH2:34][CH2:33][O:32][CH3:31])[CH2:16][CH:15]=3)[S:13][C:6]=12. Reported procedure: A solution of the compound 98 (171.0 mg, 0.4 mmol) and 2-methoxyethanamine (0.14 mL, 1.62 mmol) in THF (98.1 mL) was stirred overnight at room temperature. It was then diluted with DCM, washed with aqueous sodium bicarbonate and water. The organic phase was extracted with 1N HCl, the aqueous acidic phase was basified by addition of 1N NaOH (pH ˜11) and extracted with DCM. The DCM extract was dried over anhydrous sodium sulphate and concentrated under reduced pressure affording title compound 99 ... Reactants: CN1C(CC[C@@]2(C3=C(CC[C@@H]12)C=C(C=C3)Br)C)=O ((+)-(4aR)-(10bR)-4-methyl-8-bromo-10b-methyl-1,2,3,4,4a,5,6,10b-octahydrobenzo[f]quinolin-3-one), ClC1=C(C=CC=C1)B(O)O (2-chlorophenylboronic acid), C([O-])([O-])=O.[Na+].[Na+] (sodium carbonate), C1CCOC1 (THF). Reagents/catalysts: [Pd].C1(=CC=CC=C1)P(C1=CC=CC=C1)C1=CC=CC=C1.C1(=CC=CC=C1)P(C1=CC=CC=C1)C1=CC=CC=C1.C1(=CC=CC=C1)P(C1=CC=CC=C1)C1=CC=CC=C1.C1(=CC=CC=C1)P(C1=CC=CC=C1)C1=CC=CC=C1 (tetrakis (triphenylphosphine) palladium (0)). Solvent: C(Cl)(Cl)Cl (chloroform). The product is CN1C(CC[C@@]2(C3=C(CC[C@@H]12)C=C(C=C3)C3=C(C=CC=C3)Cl)C)=O ((+)-(4aR)-(10bR)-4-methyl-8-(2-chlorophenyl)-10b-methyl-1,2,3,4,4a,5,6,10b-octahydrobenzo[f]quinolin-3-one). The yield is 84.2%. As a reaction SMILES: [CH3:1][N:2]1[C@H:11]2[C@@:6]([CH3:17])([C:7]3[CH:15]=[CH:14][C:13](Br)=[CH:12][C:8]=3[CH2:9][CH2:10]2)[CH2:5][CH2:4][C:3]1=[O:18].[Cl:19][C:20]1[CH:25]=[CH:24][CH:23]=[CH:22][C:21]=1B(O)O.C(=O)([O-])[O-].[Na+].[Na+].C1COCC1>C(Cl)(Cl)Cl.[Pd].C1(P(C2C=CC=CC=2)C2C=CC=CC=2)C=CC=CC=1.C1(P(C2C=CC=CC=2)C2C=CC=CC=2)C=CC=CC=1.C1(P(C2C=CC=CC=2)C2C=CC=CC=2)C=CC=CC=1.C1(P(C2C=CC=CC=2)C2C=CC=CC=2)C=CC=CC=1>[CH3:1][N:2]1[C@H:11]2[C@@:6]([CH3:17])([C:7]3[CH:15]=[CH:14][C:13]([C:21]4[CH:22]=[CH:23][CH:24]=[CH:25][C:20]=4[Cl:19])=[CH:12][C:8]=3[CH2:9][CH2:10]2)[CH2:5][CH2:4][C:3]1=[O:18] |f:2.3.4,7.8.9.10.11|. Procedure details: A 15 mL round bottom flask was charged with (+)-(4aR)-(10bR)-4-methyl-8-bromo-10b-methyl-1,2,3,4,4a,5,6,10b-octahydrobenzo[f]quinolin-3-one (200 mg, 0.65 mmol), tetrakis (triphenylphosphine) palladium (0) (23 mg, 0.02 mmol), 2-chlorophenylboronic acid (122 mg, 0.78 mmol) ,0.65 mL of 2M sodium carbonate solution and 2 mL of THF, fitted with a reflux condenser, and the stirred mixture was heated at 80°, under nitrogen, for 24 h. The mixture was cooled, diluted with chloroform (75 mL) and washed wi... Reactants: FC(C(=O)C1=CC(=CC=C1)C(F)(F)F)(F)F (2,2,2-trifluoro-1-[3-(trifluoromethyl)-phenyl]ethanone), CC1=CC=C(C=C1)C(=O)C (4-methylacetophenone), [H-].[Li+] (lithium hydride). The solvent is O1CCCC1 (tetrahydrofuran), C(C)(C)(C)OC (t-butylmethylether). Yields the product FC(C(CC(=O)C1=CC=C(C=C1)C)(C1=CC(=CC=C1)C(F)(F)F)O)(F)F (4,4,4-trifluoro-3-hydroxy-1-(4-methylphenyl)-3-[3-(trifluoromethyl)phenyl]butan-1-one). Yield: 97.2%. RXN SMILES: [F:1][C:2]([F:16])([F:15])[C:3]([C:5]1[CH:10]=[CH:9][CH:8]=[C:7]([C:11]([F:14])([F:13])[F:12])[CH:6]=1)=[O:4].[CH3:17][C:18]1[CH:23]=[CH:22][C:21]([C:24]([CH3:26])=[O:25])=[CH:20][CH:19]=1.[H-].[Li+]>O1CCCC1.C(OC)(C)(C)C>[F:1][C:2]([F:15])([F:16])[C:3]([OH:4])([C:5]1[CH:10]=[CH:9][CH:8]=[C:7]([C:11]([F:12])([F:13])[F:14])[CH:6]=1)[CH2:26][C:24]([C:21]1[CH:22]=[CH:23][C:18]([CH3:17])=[CH:19][CH:20]=1)=[O:25] |f:2.3|. Reported procedure: A solution of 2,2,2-trifluoro-1-[3-(trifluoromethyl)-phenyl]ethanone (3.0 g), 4-methylacetophenone (1.1 g) and lithium hydride (0.13 g) in tetrahydrofuran (30 mL) was stirred for 3 hours at 60° C. After the reaction solution was diluted with t-butylmethylether, the solution was washed with water and saturated brine. The organic layer was dried over anhydrous magnesium sulfate. The solvent was distilled off under reduced pressure, and the residue was then purified by silica gel chromatography to ...